Dataset: the Open Reaction Database (ORD), a public repository of structured organic reaction records. Task: describe an organic reaction: reactants, conditions, products, and yield Starting materials: O=C([O-])[O-], CCCC[N+](CCCC)(CCCC)CCCC, COC(=O)c1ccc(Cl)nn1, FC(F)(F)c1ccccc1OC1CCNCC1, [I-], [K+], [K+], C1COCCO1. The product is COC(=O)c1ccc(N2CCC(Oc3ccccc3C(F)(F)F)CC2)nn1. Reaction SMILES: [C:29](=[O:30])([O-:31])[O-:32].[CH2:36]([N+:37]([CH2:38][CH2:39][CH2:40][CH3:41])([CH2:42][CH2:43][CH2:44][CH3:45])[CH2:46][CH2:47][CH2:48][CH3:49])[CH2:50][CH2:51][CH3:52].[Cl:1][c:2]1[cH:3][cH:4][c:5]([C:8](=[O:9])[O:10][CH3:11])[n:6][n:7]1.[F:12][C:13]([c:14]1[c:15]([O:16][CH:17]2[CH2:18][CH2:19][NH:20][CH2:21][CH2:22]2)[cH:23][cH:24][cH:25][cH:26]1)([F:27])[F:28].[I-:35].[K+:33].[K+:34].[O:53]1[CH2:54][CH2:55][O:56][CH2:57][CH2:58]1>>[c:2]1([N:20]2[CH2:19][CH2:18][CH:17]([O:16][c:15]3[c:14]([C:13]([F:12])([F:27])[F:28])[cH:26][cH:25][cH:24][cH:23]3)[CH2:22][CH2:21]2)[cH:3][cH:4][c:5]([C:8](=[O:9])[O:10][CH3:11])[n:6][n:7]1. The reactants are C(C=1C(O)=CC=CC1)(=O)N (salicylic acid amide), C(C1=CC=CC=C1)(=O)Cl (benzoyl chloride), C(C=1C(O)=CC=CC1)(=O)O (salicylic acid). The solvent is C(C)OCC (diethyl ether). Conditions: time 30 minute. Product: C1(=CC=CC=C1)C=1OC2=C(C(N1)=O)C=CC=C2 (2-phenyl-4H-1,3-benzoxazin-4-one). As a reaction SMILES: [C:1]([NH2:10])(=[O:9])[C:2]1[C:3](=[CH:5][CH:6]=[CH:7][CH:8]=1)[OH:4].[C:11](Cl)(=O)[C:12]1[CH:17]=[CH:16][CH:15]=[CH:14][CH:13]=1.C(O)(=O)C1C(=CC=CC=1)O>C(OCC)C>[C:12]1([C:11]2[O:4][C:3]3[CH:5]=[CH:6][CH:7]=[CH:8][C:2]=3[C:1](=[O:9])[N:10]=2)[CH:17]=[CH:16][CH:15]=[CH:14][CH:13]=1. Procedure details: 6.85 g (50 mmol) of salicylic acid amide are added, dropwise, to 11.5 ml of benzoyl chloride and the mixture is heated to 170° C. The mixture is then stirred for 30 minutes at this temperature. During this time, the salicylic acid dissolves to produce, on cooling, a honey-like mass which is then stirred with diethyl ether to yield a white solid which is filtered off, washed with diethyl ether and dried. There are obtained 8.78g of 2-phenyl-4H-1,3-benzoxazin-4-one as a white powder melting at 104...